This data is from the Open Reaction Database (ORD), a public repository of structured organic reaction records. The task is: describe an organic reaction: reactants, conditions, products, and yield Reactants: C(C)(=O)S[C@H]1[C@@H](C(N1S(=O)(=O)[O-])=O)NC(C(=NOC)C=1N=C(SC1)NC(CCl)=O)=O.[Na+] (sodium (3R,4S)-4-acetylthio-3-[2-(2-chloroacetamidothiazol-4-yl)-2-methoxyiminoacetamido]-2-oxoazetidine-1-sulfonate), CSC(N)=S.[Na] (sodium monomethyldithiocarbamate). The solvent is O (water). Conditions: time 2 hour. Yields the product C(C)(=O)S[C@H]1[C@@H](C(N1S(=O)(=O)[O-])=O)NC(C(=NOC)C=1N=C(SC1)N)=O.[Na+] (sodium (3R,4S)-4-acetylthio-3-[2-(2-aminothiazol-4-yl)-2-methoxyiminoacetamido]-2-oxoazetidine-1-sulfonate). The yield is 340.9%. As a reaction SMILES: [C:1]([S:4][C@@H:5]1[N:8]([S:9]([O-:12])(=[O:11])=[O:10])[C:7](=[O:13])[C@H:6]1[NH:14][C:15](=[O:30])[C:16]([C:20]1[N:21]=[C:22]([NH:25]C(=O)CCl)[S:23][CH:24]=1)=[N:17][O:18][CH3:19])(=[O:3])[CH3:2].[Na+:31].CSC(=S)N.[Na]>O>[C:1]([S:4][C@@H:5]1[N:8]([S:9]([O-:12])(=[O:11])=[O:10])[C:7](=[O:13])[C@H:6]1[NH:14][C:15](=[O:30])[C:16]([C:20]1[N:21]=[C:22]([NH2:25])[S:23][CH:24]=1)=[N:17][O:18][CH3:19])(=[O:3])[CH3:2].[Na+:31] |f:0.1,2.3,5.6,^1:36|. Procedure details: To a solution of 0.11 g of sodium (3R,4S)-4-acetylthio-3-[2-(2-chloroacetamidothiazol-4-yl)-2-methoxyiminoacetamido]-2-oxoazetidine-1-sulfonate in 5 ml of water is added under ice-cooling 0.036 g of sodium monomethyldithiocarbamate, and the mixture is stirred at room temperature for 2 hours. The same procedure as Example 3B yields 0.32 g of sodium (3R,4S)-4-acetylthio-3-[2-(2-aminothiazol-4-yl)-2-methoxyiminoacetamido]-2-oxoazetidine-1-sulfonate. Starting materials: Brc1ccco1, CC#N, O=Cc1ccccc1B(O)O, [Na+], [Na+], O=C([O-])[O-]. Yields the product O=Cc1ccccc1-c1ccco1. Reaction SMILES: [Br:12][c:13]1[o:14][cH:15][cH:16][cH:17]1.[CH3:24][C:25]#[N:26].[CH:1](=[O:2])[c:3]1[c:4]([B:9]([OH:10])[OH:11])[cH:5][cH:6][cH:7][cH:8]1.[Na+:18].[Na+:19].[O-:20][C:21](=[O:22])[O-:23]>>[CH:1](=[O:2])[c:3]1[c:4](-[c:13]2[o:14][cH:15][cH:16][cH:17]2)[cH:5][cH:6][cH:7][cH:8]1. The reactants are [Al+3], C1CCOC1, O=C(O)c1cccnc1Cl, [H-], [H-], [H-], [H-], [Li+], [Na+], [OH-], O. Product: OCc1cccnc1Cl. Reaction SMILES: [Al+3:12].[CH2:20]1[O:21][CH2:22][CH2:23][CH2:24]1.[Cl:1][c:2]1[c:3]([C:4](=[O:5])[OH:6])[cH:7][cH:8][cH:9][n:10]1.[H-:11].[H-:14].[H-:15].[H-:16].[Li+:13].[Na+:19].[OH-:18].[OH2:17]>>[Cl:1][c:2]1[c:3]([CH2:4][OH:5])[cH:7][cH:8][cH:9][n:10]1. Reactants: CO, [OH-], [OH-], [Pd+2], ON=Cc1cccc2cc[nH]c12. Product: NCc1cccc2cc[nH]c12. Reaction SMILES: [CH3:13][OH:14].[OH-:15].[OH-:16].[Pd+2:17].[nH:1]1[cH:2][cH:3][c:4]2[cH:5][cH:6][cH:7][c:8]([CH:10]=[N:11][OH:12])[c:9]12>>[nH:1]1[cH:2][cH:3][c:4]2[cH:5][cH:6][cH:7][c:8]([CH2:10][NH2:11])[c:9]12. Reactants: ClCCCBr, CC(C)NC(=O)Nc1ccc(-c2c(C#N)c3ccc(O)cc3n2C2CCC2)cc1, CC#N, [K+], [K+], O=C([O-])[O-]. The product is CC(C)NC(=O)Nc1ccc(-c2c(C#N)c3ccc(OCCCCl)cc3n2C2CCC2)cc1. As a reaction SMILES: [Br:36][CH2:37][CH2:38][CH2:39][Cl:40].[C:1](#[N:2])[c:3]1[c:4](-[c:17]2[cH:18][cH:19][c:20]([NH:23][C:24](=[O:25])[NH:26][CH:27]([CH3:28])[CH3:29])[cH:21][cH:22]2)[n:5]([CH:13]2[CH2:14][CH2:15][CH2:16]2)[c:6]2[cH:7][c:8]([OH:12])[cH:9][cH:10][c:11]12.[CH3:41][C:42]#[N:43].[K+:30].[K+:31].[O-:32][C:33]([O-:34])=[O:35]>>[C:1](#[N:2])[c:3]1[c:4](-[c:17]2[cH:18][cH:19][c:20]([NH:23][C:24](=[O:25])[NH:26][CH:27]([CH3:28])[CH3:29])[cH:21][cH:22]2)[n:5]([CH:13]2[CH2:14][CH2:15][CH2:16]2)[c:6]2[cH:7][c:8]([O:12][CH2:37][CH2:38][CH2:39][Cl:40])[cH:9][cH:10][c:11]12. Reactants: Cl(=O)(=O)(=O)O (perchloric acid), C([O-])(O)=O.[Na+] (sodium bicarbonate), C(CCC)N1C(=O)N(C=2N=CN(C2C1=O)CCC1CO1)CCCC (1,3-dibutyl-7-(3,4-epoxybutyl)xanthine). Run in mixture, COCCOC.O (ethylene glycol dimethyl ether water). Run at time 45 hour. Product: C(CCC)N1C(=O)N(C=2N=CN(C2C1=O)CCC(CO)O)CCCC (1,3-Dibutyl-7-(3,4-dihydroxybutyl)xanthine). RXN SMILES: Cl(O)(=O)(=O)=O.[CH2:6]([N:10]1[C:19](=[O:20])[C:18]2[N:17]([CH2:21][CH2:22][CH:23]3[O:25][CH2:24]3)[CH:16]=[N:15][C:14]=2[N:13]([CH2:26][CH2:27][CH2:28][CH3:29])[C:11]1=[O:12])[CH2:7][CH2:8][CH3:9].C(=O)(O)[O-:31].[Na+]>COCCOC.O>[CH2:6]([N:10]1[C:19](=[O:20])[C:18]2[N:17]([CH2:21][CH2:22][CH:23]([OH:31])[CH2:24][OH:25])[CH:16]=[N:15][C:14]=2[N:13]([CH2:26][CH2:27][CH2:28][CH3:29])[C:11]1=[O:12])[CH2:7][CH2:8][CH3:9] |f:2.3,4.5|. Procedure details: 0.4 ml of perchloric acid (70% strength) was added dropwise with stirring in 5 minutes to a solution of 7 g of 1,3-dibutyl-7-(3,4-epoxybutyl)xanthine in 300 ml of a mixture of ethylene glycol dimethyl ether/water (volume ratio 3:2) at room temperature. After stirring at room temperature for 45 hours, the mixture was neutralized with sodium bicarbonate and the solution was evaporated. The residue was taken up with methylene chloride and purified by column chromatography on silica gel with a mixtu... Starting materials: C1CCC(CC1)C[C@@H](C(=O)O)NC(=O)OCC2C3=CC=CC=C3C4=CC=CC=C24 (Fmoc Cha-OH), ClC1=C(C(C2=CC=CC=C2)(C2=CC=CC=C2)Cl)C=CC=C1 (chlorotrityl chloride). Run in ClCCl (dichloromethane). The product is C(C)(C)NC(C)C (diisopropylamine), N([C@@H](CC1CCCCC1)C(=O)O)C(=O)OCC1C2=CC=CC=C2C2=CC=CC=C12 (Fmoc-Cha). Reaction SMILES: [CH2:1]1[CH2:6][CH2:5][CH:4]([CH2:7][C@H:8]([NH:12][C:13]([O:15][CH2:16][CH:17]2[C:29]3[C:24](=[CH:25][CH:26]=[CH:27][CH:28]=3)[C:23]3[C:18]2=[CH:19][CH:20]=[CH:21][CH:22]=3)=[O:14])[C:9]([OH:11])=[O:10])[CH2:3][CH2:2]1.Cl[C:31]1[CH:50]=[CH:49]C=CC=1C(Cl)(C1C=CC=CC=1)C1C=CC=CC=1>ClCCl>[CH:8]([NH:12][CH:50]([CH3:49])[CH3:31])([CH3:9])[CH3:7].[NH:12]([C:13]([O:15][CH2:16][CH:17]1[C:18]2[C:23](=[CH:22][CH:21]=[CH:20][CH:19]=2)[C:24]2[C:29]1=[CH:28][CH:27]=[CH:26][CH:25]=2)=[O:14])[C@H:8]([C:9]([OH:11])=[O:10])[CH2:7][CH:4]1[CH2:5][CH2:6][CH2:1][CH2:2][CH2:3]1. Procedure details: Fmoc Cha-OH (1 mmol each time) was double coupled to the chlorotrityl chloride resin in the standard way using, dichloromethane (5 ml each time) with diisopropylamine (2 eq, 348 μl each time) to give Fmoc-Cha-resin. Solvent: C(C)(=O)OCC (ethyl acetate). Procedure details: 0.20 Gram of 2-fluoro-4-(1,1,2,2-tetrafluoroethoxy)nitrobenzene, 0.03 g of platinum dioxide and 5 ml of ethyl acetate were added to a reactor, and the atmosphere in the reactor was replaced by a hydrogen stream with stirring. Stirring was then continued at room temperature for 2 hours while introducing a hydrogen gas. Thereater, the reaction solution was filtered off, and the filtrate was concentrated to obtain 0.15 g of 2-fluoro-4-(1,1,2,2-tetrafluoroethoxy)aniline. The product is FC1=C(N)C=CC(=C1)OC(C(F)F)(F)F (2-fluoro-4-(1,1,2,2-tetrafluoroethoxy)aniline). As a reaction SMILES: [F:1][C:2]1[CH:7]=[C:6]([O:8][C:9]([F:14])([F:13])[CH:10]([F:12])[F:11])[CH:5]=[CH:4][C:3]=1[N+:15]([O-])=O.[H][H]>[Pt](=O)=O.C(OCC)(=O)C>[F:1][C:2]1[CH:7]=[C:6]([O:8][C:9]([F:13])([F:14])[CH:10]([F:12])[F:11])[CH:5]=[CH:4][C:3]=1[NH2:15]. Run at time 2 hour. The reagents and catalysts are [Pt](=O)=O (platinum dioxide). The reactants are FC1=C(C=CC(=C1)OC(C(F)F)(F)F)[N+](=O)[O-] (2-fluoro-4-(1,1,2,2-tetrafluoroethoxy)nitrobenzene), [H][H] (hydrogen), [H][H] (hydrogen). Yield: 85.0%. The reactants are C(C1=CC=CC=C1)[C@H]1N(C(OC1)=O)C(=O)[C@H](CCCC1=CC=C(C=C1)OC)SC1=C(C=C(C(=O)OCC)C=C1)[N+](=O)[O-] (ethyl 4-{[(1S)-1-{[(4R)-4-benzyl-2-oxo-1,3-oxazolidin-3-yl]carbonyl}-4-(4-methoxyphenyl)butyl]thio}-3-nitrobenzoate), C(C)O (ethanol). Reagents/catalysts: [Pd] (Pd—C). Run in C(C)(=O)O (acetic acid). Reaction conditions: time 3 hour. Yields the product COC1=CC=C(C=C1)CCC[C@@H]1SC2=C(NC1=O)C=C(C=C2)C(=O)OCC (ethyl (2S)-2-[3-(4-methoxyphenyl)propyl]-3-oxo-3,4-dihydro-2H-1,4-benzothiazine-6-carboxylate). The yield is 471.7%. RXN SMILES: C([C@@H]1COC(=O)[N:9]1[C:14]([C@@H:16]([S:28][C:29]1[CH:39]=[CH:38][C:32]([C:33]([O:35][CH2:36][CH3:37])=[O:34])=[CH:31][C:30]=1[N+]([O-])=O)[CH2:17][CH2:18][CH2:19][C:20]1[CH:25]=[CH:24][C:23]([O:26][CH3:27])=[CH:22][CH:21]=1)=[O:15])C1C=CC=CC=1.C(O)C>[Pd].C(O)(=O)C>[CH3:27][O:26][C:23]1[CH:22]=[CH:21][C:20]([CH2:19][CH2:18][CH2:17][C@H:16]2[C:14](=[O:15])[NH:9][C:30]3[CH:31]=[C:32]([C:33]([O:35][CH2:36][CH3:37])=[O:34])[CH:38]=[CH:39][C:29]=3[S:28]2)=[CH:25][CH:24]=1. Procedure: Ethyl 4-{[(1S)-1-{[(4R)-4-benzyl-2-oxo-1,3-oxazolidin-3-yl]carbonyl}-4-(4-methoxyphenyl)butyl]thio}-3-nitrobenzoate (Reference Example 22) (0.62 g, 0.11 mmol), ethanol (10 ml), acetic acid (5 ml) and 10% Pd—C (1.5 g) were mixed, and the mixture was stirred for 3 hours at room temperature under a hydrogen atmosphere. The reaction mixture was filtered through Celite and the filtrate was concentrated. The residue was purified by a silica gel chromatography (40 g, ethyl acetate:hexane=1:3) to obtain... The reactants are NCCc1cc(Br)cs1, Nc1nc(Cl)nc2c1ncn2C1OC(CO)C(O)C1O. Product: Nc1nc(NCCc2cc(Br)cs2)nc2c1ncn2C1OC(CO)C(O)C1O. As a reaction SMILES: [Br:1][c:2]1[cH:3][c:4]([CH2:7][CH2:8][NH2:9])[s:5][cH:6]1.[Cl:10][c:11]1[n:12][c:13]([NH2:29])[c:14]2[n:15][cH:16][n:17]([CH:18]3[CH:19]([OH:20])[CH:21]([OH:22])[CH:23]([CH2:24][OH:25])[O:26]3)[c:27]2[n:28]1>>[Br:1][c:2]1[cH:3][c:4]([CH2:7][CH2:8][NH:9][c:11]2[n:12][c:13]([NH2:29])[c:14]3[n:15][cH:16][n:17]([CH:18]4[CH:19]([OH:20])[CH:21]([OH:22])[CH:23]([CH2:24][OH:25])[O:26]4)[c:27]3[n:28]2)[s:5][cH:6]1.